Dataset: the Open Reaction Database (ORD), a public repository of structured organic reaction records. Task: describe an organic reaction: reactants, conditions, products, and yield The reactants are Cc1ccccc1, CC(=O)CC(O)CCSc1ccc(C(F)(F)F)cc1. The product is CC(=O)C=CCCSc1ccc(C(F)(F)F)cc1. RXN SMILES: [CH3:20][c:21]1[cH:22][cH:23][cH:24][cH:25][cH:26]1.[OH:1][CH:2]([CH2:3][C:4]([CH3:5])=[O:6])[CH2:7][CH2:8][S:9][c:10]1[cH:11][cH:12][c:13]([C:16]([F:17])([F:18])[F:19])[cH:14][cH:15]1>>[CH:2](=[CH:3][C:4]([CH3:5])=[O:6])[CH2:7][CH2:8][S:9][c:10]1[cH:11][cH:12][c:13]([C:16]([F:17])([F:18])[F:19])[cH:14][cH:15]1. Reactants: NC1=C(C=C(C[C@H](C(=O)O)CC(=O)N2CCC(CC2)N2C(NC3=CC=C(C=C3C2)O)=O)C=C1C(F)(F)F)Cl ((S)-2-(4-amino-3-chloro-5-trifluoromethyl-benzyl)-4-[4-(6-hydroxy-2-oxo-1,4-dihydro-2H-quinazolin-3-yl)-piperidin-1-yl]-4-oxo-butanoic acid), O1CCC(CC1)N1CCNCC1 (1-(tetrahydropyran-4-yl)-piperazine). Product: NC1=C(C=C(C[C@H](C(=O)N2CCN(CC2)C2CCOCC2)CC(=O)N2CCC(CC2)N2C(NC3=CC=C(C=C3C2)O)=O)C=C1C(F)(F)F)Cl ((S)-2-(4-amino-3-chloro-5-trifluoromethyl-benzyl)-4-[4-(6-hydroxy-2-oxo-1,4-dihydro-2H-quinazolin-3-yl)-piperidin-1-yl]-1-[4-(tetrahydropyran-4-yl)-piperazin-1-yl]-butane-1,4-dione). RXN SMILES: [NH2:1][C:2]1[C:33]([C:34]([F:37])([F:36])[F:35])=[CH:32][C:5]([CH2:6][C@@H:7]([CH2:11][C:12]([N:14]2[CH2:19][CH2:18][CH:17]([N:20]3[CH2:29][C:28]4[C:23](=[CH:24][CH:25]=[C:26]([OH:30])[CH:27]=4)[NH:22][C:21]3=[O:31])[CH2:16][CH2:15]2)=[O:13])[C:8](O)=[O:9])=[CH:4][C:3]=1[Cl:38].[O:39]1[CH2:44][CH2:43][CH:42]([N:45]2[CH2:50][CH2:49][NH:48][CH2:47][CH2:46]2)[CH2:41][CH2:40]1>>[NH2:1][C:2]1[C:33]([C:34]([F:37])([F:36])[F:35])=[CH:32][C:5]([CH2:6][C@@H:7]([CH2:11][C:12]([N:14]2[CH2:19][CH2:18][CH:17]([N:20]3[CH2:29][C:28]4[C:23](=[CH:24][CH:25]=[C:26]([OH:30])[CH:27]=4)[NH:22][C:21]3=[O:31])[CH2:16][CH2:15]2)=[O:13])[C:8]([N:48]2[CH2:47][CH2:46][N:45]([CH:42]3[CH2:43][CH2:44][O:39][CH2:40][CH2:41]3)[CH2:50][CH2:49]2)=[O:9])=[CH:4][C:3]=1[Cl:38]. Procedure: Prepared analogously to Example 81 from 80.0 mg (0.14 mmol) (S)-2-(4-amino-3-chloro-5-trifluoromethyl-benzyl)-4-[4-(6-hydroxy-2-oxo-1,4-dihydro-2H-quinazolin-3-yl)-piperidin-1-yl]-4-oxo-butanoic acid and 24.5 mg (0.14 mmol) 1-(tetrahydropyran-4-yl)-piperazine. The reactants are CC[C@H](C)[C@@H](C(=O)NCC(=O)N[C@@H](CO)C(=O)N[C@@H](CCCN=C(N)N)C(=O)O)NC(=O)[C@H](CC1=CC=C(C=C1)O)NC(=O)CN (GYIGSR), C(C[C@@H](C(=O)NCC(=O)N[C@@H](CC(=O)O)C(=O)N[C@@H](CO)C(=O)O)NC(=O)CN)CN=C(N)N (GRGDS). The product is C(CC(C(=O)NCC(=O)NC(CC(=O)O)C(=O)O)NC(=O)CN)CN=C(N)N (GRGD). As a reaction SMILES: CC[C@@H]([C@H](NC([C@@H](NC(CN)=O)CC1C=CC(O)=CC=1)=O)C(NCC(N[C@H](C(N[C@H](C(O)=O)CCCN=C(N)N)=O)CO)=O)=[O:7])C.[CH2:47]([CH2:76][N:77]=[C:78]([NH2:80])[NH2:79])[CH2:48][C@H:49]([NH:71][C:72]([CH2:74][NH2:75])=[O:73])[C:50]([NH:52][CH2:53][C:54]([NH:56][C@H:57]([C:62](N[C@H](C(O)=O)CO)=[O:63])[CH2:58][C:59]([OH:61])=[O:60])=[O:55])=[O:51]>>[CH2:47]([CH2:76][N:77]=[C:78]([NH2:80])[NH2:79])[CH2:48][CH:49]([NH:71][C:72]([CH2:74][NH2:75])=[O:73])[C:50]([NH:52][CH2:53][C:54]([NH:56][CH:57]([C:62]([OH:63])=[O:7])[CH2:58][C:59]([OH:61])=[O:60])=[O:55])=[O:51]. Reported procedure: GYIGSRY; GRGDF, GRGDY; GREDV; GYIGSR; GREDVY; and GRGDS; Starting materials: Cl, NO, O, c1ccncc1, O=C1CCCc2cc(OCCn3ccnc3)ccc21. The product is ON=C1CCCc2cc(OCCn3ccnc3)ccc21. RXN SMILES: [ClH:22].[NH2:20][OH:21].[OH2:29].[cH:23]1[cH:24][cH:25][n:26][cH:27][cH:28]1.[n:1]1([CH2:6][CH2:7][O:8][c:9]2[cH:10][c:11]3[c:16]([cH:17][cH:18]2)[C:15](=[O:19])[CH2:14][CH2:13][CH2:12]3)[cH:2][n:3][cH:4][cH:5]1>>[n:1]1([CH2:6][CH2:7][O:8][c:9]2[cH:10][c:11]3[c:16]([cH:17][cH:18]2)[C:15](=[N:20][OH:21])[CH2:14][CH2:13][CH2:12]3)[cH:2][n:3][cH:4][cH:5]1. Starting materials: CC(C)(C)OC(=O)NC1(C(O)C(=O)NC2CC2)CC1, ClCCl, O=C(O)C(F)(F)F. Product: NC1(C(O)C(=O)NC2CC2)CC1. RXN SMILES: [C:1]([O:2][C:3](=[O:4])[NH:7][C:8]1([CH:11]([OH:12])[C:13]([NH:14][CH:15]2[CH2:16][CH2:17]2)=[O:18])[CH2:9][CH2:10]1)([CH3:5])([CH3:6])[CH3:19].[Cl:20][CH2:21][Cl:22].[F:23][C:24]([F:25])([F:26])[C:27]([OH:28])=[O:29]>>[NH2:7][C:8]1([CH:11]([OH:12])[C:13]([NH:14][CH:15]2[CH2:16][CH2:17]2)=[O:18])[CH2:9][CH2:10]1. The reactants are C1=2C(=O)OC(NC1=CC=CC2)=O (isatoic anhydride), CSC(NS(=O)(=O)CCl)=N (S-methyl-N-(chloromethanesulfonyl)isothiourea), C(C)#N (acetonitrile). The reagents and catalysts are CN(C)C1=CC=NC=C1 (4-(N,N-dimethylamino)pyridine). The product is N1S(CN2C1=NC1=CC=CC=C1C2=O)(=O)=O (1H-1,2,4-Thiadiazolo[3,4-b]quinazolin-5-one-2,2-dioxide). As a reaction SMILES: [C:1]12[C:7](=[CH:8][CH:9]=[CH:10][CH:11]=1)[NH:6][C:5](=O)O[C:2]2=[O:3].CSC(=N)[NH:16][S:17]([CH2:20]Cl)(=[O:19])=[O:18].C(#[N:25])C>CN(C1C=CN=CC=1)C>[NH:16]1[C:5]2=[N:6][C:7]3[C:1]([C:2](=[O:3])[N:25]2[CH2:20][S:17]1(=[O:18])=[O:19])=[CH:11][CH:10]=[CH:9][CH:8]=3. Procedure: To a stirred slurry of isatoic anhydride (3.10 g, 19 mmol) and S-methyl-N-(chloromethanesulfonyl)isothiourea (3.85 g, 19 mmol) in acetonitrile (30 ml) under nitrogen is added 4-(N,N-dimethylamino)pyridine (2.32 g, 19 mmol). The mixture is refluxed under nitrogen for 16 hr, concentrated, then worked up as in Example 4 above. Recrystallization from DMF provided the title compound as a white solid, mp >300° C. (1.32 g, 29%).